From a dataset of the Open Reaction Database (ORD), a public repository of structured organic reaction records. describe an organic reaction: reactants, conditions, products, and yield As a reaction SMILES: ClC1C=NC=CN=1.NN.[NH:10]([C:12]1[CH:17]=[N:16][CH:15]=[CH:14][N:13]=1)[NH2:11].[F:18][C:19]([F:24])([F:23])[C:20](O)=O.[OH-].[NH4+]>>[NH:10]([C:12]1[CH:17]=[N:16][CH:15]=[CH:14][N:13]=1)[NH2:11].[F:18][C:19]([F:24])([F:23])[C:20]1[N:13]2[CH:14]=[CH:15][N:16]=[CH:17][C:12]2=[N:10][N:11]=1 |f:4.5|. Run at temperature 140 celsius, time 18 hour. The product is N(N)C1=NC=CN=C1 (2-hydrazinopyrazine), FC(C1=NN=C2N1C=CN=C2)(F)F (3-(Trifluoromethyl)-1,2,4-triazolo[4,3-a]pyrazine). Reported procedure: A sample of 2-hydrazinopyrazine was prepared from 2-chloropyrazine and hydrazine using a procedure analogous to that described in the literature [P. J. Nelson and K. T. Potts, J. Org. Chem., 27, 3243 (1962)], except that the crude product was extracted into 10% methanol/dichloromethane and filtered, and the filtrate was concentrated and purified by flash chromatography on silica gel, eluting with 100% ethyl acetate followed by 10% methanol in dichloromethane. A mixture of 2-hydrazinopyrazine (82... The solvent is polyphosphoric acid. Starting materials: N(N)C1=NC=CN=C1 (2-hydrazinopyrazine), FC(C(=O)O)(F)F (trifluoroacetic acid), crude product, ClC1=NC=CN=C1 (2-chloropyrazine), NN (hydrazine), [OH-].[NH4+] (ammonium hydroxide). The yield is 94.0%. The product is FC1=CC=C(C=C1)C(CCCN1CC(N(CC1)C(C(F)(F)F)=O)COC)C1=CC=C(C=C1)F (4-[4,4-bis(4-fluorophenyl)butyl]-2-(methoxymethyl)-1-(trifluoroacetyl)piperazine), intermediate 60. Conditions: time 4 hour. RXN SMILES: [CH3:1][O:2][CH2:3][CH:4]1[CH2:9][NH:8][CH2:7][CH2:6][N:5]1[C:10](=[O:15])[C:11]([F:14])([F:13])[F:12].CN(C)C=O.I[CH2:22][CH2:23][CH2:24][CH:25]([C:33]1[CH:38]=[CH:37][C:36]([F:39])=[CH:35][CH:34]=1)[C:26]1[CH:31]=[CH:30][C:29]([F:32])=[CH:28][CH:27]=1>O>[F:32][C:29]1[CH:28]=[CH:27][C:26]([CH:25]([C:33]2[CH:34]=[CH:35][C:36]([F:39])=[CH:37][CH:38]=2)[CH2:24][CH2:23][CH2:22][N:8]2[CH2:7][CH2:6][N:5]([C:10](=[O:15])[C:11]([F:14])([F:13])[F:12])[CH:4]([CH2:3][O:2][CH3:1])[CH2:9]2)=[CH:31][CH:30]=1. Reported procedure: To a stirred mixture of 6.05 parts of 2-(methoxymethyl)-1-(trifluoroacetyl)piperazine, 5.25 parts of N,N-diethylethananamine and 36 parts of N,N-dimethylformamide were added 11 parts of 1,1'-(4-iodobutylidene)bis[4-fluorobenzene]. Stirring was continued for 4 hours at 75° C. The reaction mixture was cooled and poured onto 400 parts of water. The product was extracted twice with 140 parts of 1,1'-oxybisethane. The combined extracts were dried, filtered and evaporated, yielding 11.5 parts (94%) of... The solvent is O (water). Reactants: ICCCC(C1=CC=C(C=C1)F)C1=CC=C(C=C1)F (1,1'-(4-iodobutylidene)bis[4-fluorobenzene]), COCC1N(CCNC1)C(C(F)(F)F)=O (2-(methoxymethyl)-1-(trifluoroacetyl)piperazine), CN(C=O)C (N,N-dimethylformamide). The reactants are C(#N)C(C1=CC=C(N1C)CC(=O)OC)(C1=CC=C(C=C1)C)O (Methyl 5-[cyanohydroxy(4-methylphenyl)methyl]-1-methylpyrrole-2-acetate). Solvent: [OH-].[Na+] (NaOH). Product: CN1C(=CC=C1C(C1=CC=C(C=C1)C)=O)CC(=O)O (1-Methyl-5-(4-methylbenzoyl)pyrrole-2-acetic acid). RXN SMILES: C([C:3]([OH:22])([C:15]1[CH:20]=[CH:19][C:18]([CH3:21])=[CH:17][CH:16]=1)[C:4]1[N:8]([CH3:9])[C:7]([CH2:10][C:11]([O:13]C)=[O:12])=[CH:6][CH:5]=1)#N>[OH-].[Na+]>[CH3:9][N:8]1[C:4]([C:3](=[O:22])[C:15]2[CH:20]=[CH:19][C:18]([CH3:21])=[CH:17][CH:16]=2)=[CH:5][CH:6]=[C:7]1[CH2:10][C:11]([OH:13])=[O:12] |f:1.2|. Reported procedure: Methyl 5-[cyanohydroxy(4-methylphenyl)methyl]-1-methylpyrrole-2-acetate, 55 mg (0.185 mmole) was heated on a steam bath in 15 percent NaOH (1.5 ml) for 3.5 hours. The reaction was cooled on ice for one hour then filtered. The solid was dissolved in distilled water, hot filtered, cooled, 3 N HCl was added to precipitate 0.48 g (100 percent) of 1-methyl-5-(4-methylbenzoyl)pyrrole-2-acetic acid, mp 153°-158°, undepressed by admixture with authentic material. Starting materials: O=C([O-])[O-], CC(C)c1noc(N2CCC(n3ncc4c(Cl)ncnc43)CC2)n1, [K+], [K+], CN(C)C=O, Cc1ncccc1O. The product is Cc1ncccc1Oc1ncnc2c1cnn2C1CCN(c2nc(C(C)C)no2)CC1. Reaction SMILES: [C:33](=[O:34])([O-:35])[O-:36].[Cl:9][c:10]1[c:11]2[c:12]([n:13][cH:14][n:15]1)[n:16]([CH:19]1[CH2:20][CH2:21][N:22]([c:25]3[n:26][c:27]([CH:30]([CH3:31])[CH3:32])[n:28][o:29]3)[CH2:23][CH2:24]1)[n:17][cH:18]2.[K+:37].[K+:38].[O:39]=[CH:40][N:41]([CH3:42])[CH3:43].[OH:1][c:2]1[c:3]([CH3:8])[n:4][cH:5][cH:6][cH:7]1>>[O:1]([c:2]1[c:3]([CH3:8])[n:4][cH:5][cH:6][cH:7]1)[c:10]1[c:11]2[c:12]([n:13][cH:14][n:15]1)[n:16]([CH:19]1[CH2:20][CH2:21][N:22]([c:25]3[n:26][c:27]([CH:30]([CH3:31])[CH3:32])[n:28][o:29]3)[CH2:23][CH2:24]1)[n:17][cH:18]2.